From a dataset of the Open Reaction Database (ORD), a public repository of structured organic reaction records. describe an organic reaction: reactants, conditions, products, and yield Reactants: FC=1C=C(C=C(C1NS(=O)(=O)C)F)C(C)NC(=O)C=1N=C(OC1)Cl (2-Chloro-oxazole-4-carboxylic acid [1-(3,5-difluoro-4-methanesulfonylamino-phenyl)-ethyl]-amide), N1=CC=CC2=CC(=CC=C12)O (quinolin-6-ol). Product: FC=1C=C(C=C(C1NS(=O)(=O)C)F)C(C)NC(=O)C=1N=C(OC1)OC=1C=C2C=CC=NC2=CC1 (2-(Quinolin-6-yloxy)-oxazole-4-carboxylic acid [1-(3,5-difluoro-4-methanesulfonylamino-phenyl)-ethyl]-amide). The yield is 42.5%. RXN SMILES: [F:1][C:2]1[CH:3]=[C:4]([CH:14]([NH:16][C:17]([C:19]2[N:20]=[C:21](Cl)[O:22][CH:23]=2)=[O:18])[CH3:15])[CH:5]=[C:6]([F:13])[C:7]=1[NH:8][S:9]([CH3:12])(=[O:11])=[O:10].[N:25]1[C:34]2[C:29](=[CH:30][C:31]([OH:35])=[CH:32][CH:33]=2)[CH:28]=[CH:27][CH:26]=1>>[F:1][C:2]1[CH:3]=[C:4]([CH:14]([NH:16][C:17]([C:19]2[N:20]=[C:21]([O:35][C:31]3[CH:30]=[C:29]4[C:34](=[CH:33][CH:32]=3)[N:25]=[CH:26][CH:27]=[CH:28]4)[O:22][CH:23]=2)=[O:18])[CH3:15])[CH:5]=[C:6]([F:13])[C:7]=1[NH:8][S:9]([CH3:12])(=[O:11])=[O:10]. Reported procedure: 2-Chloro-oxazole-4-carboxylic acid [1-(3,5-difluoro-4-methanesulfonylamino-phenyl)-ethyl]-amide (50 mg, 0.13 mmol) was reacted with quinolin-6-ol (38 mg, 0.26 mmol) to give the title compound (27 mg, 42%) after purification by column chromatography (gradient 12% to 100% EtOAc in n-hexane). Starting materials: NC=1C=NC2=CC(=C(C=C2C1)OC)OC (3-amino-6,7-dimethoxyquinoline), CO (MeOH). Yields the product COC=1C=C2C=C(C=NC2=CC1OC)NCC(CO)(C)C (3-(6,7-Dimethoxyquinolin-3-yl-amino)-2,2-dimethyl-propan-1-ol). As a reaction SMILES: [NH2:1][C:2]1[CH:3]=[N:4][C:5]2[C:10]([CH:11]=1)=[CH:9][C:8]([O:12][CH3:13])=[C:7]([O:14][CH3:15])[CH:6]=2.[CH3:16][OH:17]>>[CH3:13][O:12][C:8]1[CH:9]=[C:10]2[C:5](=[CH:6][C:7]=1[O:14][CH3:15])[N:4]=[CH:3][C:2]([NH:1][CH2:9][C:10]([CH3:11])([CH3:5])[CH2:16][OH:17])=[CH:11]2. Procedure details: The reaction is run similar to the preparation in Example 7. To a MeOH solution of 4 Å powdered molecular sieves (0.35 g) under argon is added 3-amino-6,7-dimethoxyquinoline (0.32 g, 1.6 mmol) and 2.2-dimethyl-3-hydroxypropionaldelhyde (0.19 g, 1.9 mmol). The product mixture is chromatographed (3% MeOH/CHCl3) to afford 0.10 g of material which is partitioned between CH2Cl2/10% NaOH. The organic layer is washed with 10% NaOH, H2O, and brine, then dried (MgSO4), and recrystallized from EtOAc/hexan...